Dataset: the Open Reaction Database (ORD), a public repository of structured organic reaction records. Task: describe an organic reaction: reactants, conditions, products, and yield Reactants: OC1=C2C(OCC2=C(C(=C1CC=C(CC(C(=O)O)C)C)OC)C)=O (6-(1,3-dihydro-4-hydroxy -6-methoxy-7-methyl-3-oxoisobenzofuran-5-yl)-2,4-dimethyl-4-hexenoic acid), CC(C1=CC=CC=C1)N ((+)-α-methylbenzylamine). Solvent: CC(=O)C (acetone). Product: CC(C1=CC=CC=C1)N.OC1=C2C(OCC2=C(C(=C1CC=C(CC(C(=O)O)C)C)OC)C)=O (6-(1,3-dihydro-4-hydroxy-6-methoxy-7-methyl-3-oxoisobenzofuran-5-yl) -2,4-dimethyl-4-hexenoic acid (+)α-Methylbenzylamine salt). RXN SMILES: [OH:1][C:2]1[C:10]([CH2:11][CH:12]=[C:13]([CH3:20])[CH2:14][CH:15]([CH3:19])[C:16]([OH:18])=[O:17])=[C:9]([O:21][CH3:22])[C:8]([CH3:23])=[C:7]2[C:3]=1[C:4](=[O:24])[O:5][CH2:6]2.[CH3:25][CH:26]([NH2:33])[C:27]1[CH:32]=[CH:31][CH:30]=[CH:29][CH:28]=1>CC(C)=O>[CH3:25][CH:26]([NH2:33])[C:27]1[CH:32]=[CH:31][CH:30]=[CH:29][CH:28]=1.[OH:1][C:2]1[C:10]([CH2:11][CH:12]=[C:13]([CH3:20])[CH2:14][CH:15]([CH3:19])[C:16]([OH:18])=[O:17])=[C:9]([O:21][CH3:22])[C:8]([CH3:23])=[C:7]2[C:3]=1[C:4](=[O:24])[O:5][CH2:6]2 |f:3.4|. Procedure details: A solution of the 85:13 acid mixture(E) 6-(1,3-dihydro-4-hydroxy -6-methoxy-7-methyl-3-oxoisobenzofuran-5-yl)-2,4-dimethyl-4-hexenoic acid (810 g, 2.4 mol,) was dissolved in acetone (16L) at 40° C. and (+)-α-methylbenzylamine (800 g, 6.6 mol) was added. Upon cooling, the salt crystallized and was collected by filtration. Recrystallization from acetone (8L) containing (+)-α-methylbenzylamine (202 g) afforded (E) 6-(1,3-dihydro-4-hydroxy-6-methoxy-7-methyl-3-oxoisobenzofuran-5-yl) -2,4-dimethyl-4-... The reactants are C(C)(C)C=1C=C(C=O)C=C(C1OC)C(C)C (3,5-Diisopropyl-4-methoxybenzaldehyde), NC1=CC=C2CC(NC2=C1)=O (6-amino-2-oxindole). The product is NC1=CC=C2C(C(NC2=C1)=O)=CC1=CC(=C(C(=C1)C(C)C)OC)C(C)C (6-amino-3-(3,5-diisopropyl-4-methoxybenzylidene)-1,3-dihydroindol-2-one). Reaction SMILES: [CH:1]([C:4]1[CH:5]=[C:6]([CH:9]=[C:10]([CH:14]([CH3:16])[CH3:15])[C:11]=1[O:12][CH3:13])[CH:7]=O)([CH3:3])[CH3:2].[NH2:17][C:18]1[CH:26]=[C:25]2[C:21]([CH2:22][C:23](=[O:27])[NH:24]2)=[CH:20][CH:19]=1>>[NH2:17][C:18]1[CH:26]=[C:25]2[C:21]([C:22](=[CH:7][C:6]3[CH:5]=[C:4]([CH:1]([CH3:3])[CH3:2])[C:11]([O:12][CH3:13])=[C:10]([CH:14]([CH3:16])[CH3:15])[CH:9]=3)[C:23](=[O:27])[NH:24]2)=[CH:20][CH:19]=1. Procedure details: 3,5-Diisopropyl-4-methoxybenzaldehyde was condensed with 6-amino-2-oxindole to give 0.3 g of 6-amino-3-(3,5-diisopropyl-4-methoxybenzylidene)-1,3-dihydroindol-2-one as a yellow-orange solid.